Dataset: the Open Reaction Database (ORD), a public repository of structured organic reaction records. Task: describe an organic reaction: reactants, conditions, products, and yield Starting materials: O=C(n1ccnc1)n1ccnc1, ClCCl, CN(CCN1CCN(C(=O)OC(C)(C)C)CC1)CC1(C)Cn2cc([N+](=O)[O-])nc2O1, OCc1ccc(C(F)(F)F)cc1, CN(C)C=O, O, O=C(O)C(F)(F)F. Product: CN(CCN1CCN(C(=O)OCc2ccc(C(F)(F)F)cc2)CC1)CC1(C)Cn2cc([N+](=O)[O-])nc2O1. As a reaction SMILES: [C:50]([n:51]1[cH:52][cH:53][n:54][cH:55]1)([n:56]1[cH:57][cH:58][n:59][cH:60]1)=[O:61].[CH2:62]([Cl:63])[Cl:64].[CH3:1][N:2]([CH2:3][CH2:4][N:5]1[CH2:6][CH2:7][N:8]([C:11](=[O:12])[O:13][C:14]([CH3:15])([CH3:16])[CH3:17])[CH2:9][CH2:10]1)[CH2:18][C:19]1([CH3:30])[CH2:20][n:21]2[c:22]([n:24][c:25]([N+:27](=[O:28])[O-:29])[cH:26]2)[O:23]1.[F:38][C:39]([c:40]1[cH:41][cH:42][c:43]([CH2:44][OH:45])[cH:46][cH:47]1)([F:48])[F:49].[O:65]=[CH:66][N:67]([CH3:68])[CH3:69].[OH2:70].[OH:31][C:32]([C:33]([F:34])([F:35])[F:36])=[O:37]>>[CH3:1][N:2]([CH2:3][CH2:4][N:5]1[CH2:6][CH2:7][N:8]([C:11](=[O:12])[O:13][CH2:44][c:43]2[cH:42][cH:41][c:40]([C:39]([F:38])([F:48])[F:49])[cH:47][cH:46]2)[CH2:9][CH2:10]1)[CH2:18][C:19]1([CH3:30])[CH2:20][n:21]2[c:22]([n:24][c:25]([N+:27](=[O:28])[O-:29])[cH:26]2)[O:23]1. Starting materials: C(C)(=O)N1CC(=CC2=C(C=CC=C12)[N+](=O)[O-])N (N-Acetyl-3-amino-5-nitroquinoline), [OH-].[K+] (KOH), O (water). Solvent: CCO (EtOH). Product: NC=1C=NC2=CC=CC(=C2C1)[N+](=O)[O-] (3-Amino-5-nitroquinoline). RXN SMILES: C([N:4]1[C:13]2[C:8](=[C:9]([N+:14]([O-:16])=[O:15])[CH:10]=[CH:11][CH:12]=2)[CH:7]=[C:6]([NH2:17])[CH2:5]1)(=O)C.[OH-].[K+].O>CCO>[NH2:17][C:6]1[CH:5]=[N:4][C:13]2[C:8]([CH:7]=1)=[C:9]([N+:14]([O-:16])=[O:15])[CH:10]=[CH:11][CH:12]=2 |f:1.2|. Reported procedure: N-Acetyl-3-amino-5-nitroquinoline, as described above in Step B, (5.89 g, 25.5 mmol) was dissolved in EtOH (200 mL) and KOH (2 N aqueous solution, 19.2 mL, 38.4 mmol) was added. The reaction mixture was heated to reflux for 48 hours, cooled, poured into water, and concentrated to in vacuo to remove the EtOH. The resulting solid was collected by filtration and dried to afford the desired product. Reactants: Cc1nc(N)nc(-c2cccnc2F)n1, Nc1cccc(O)c1. Product: Cc1nc(N)nc(-c2cccnc2Nc2cccc(O)c2)n1. As a reaction SMILES: [F:1][c:2]1[n:3][cH:4][cH:5][cH:6][c:7]1-[c:8]1[n:9][c:10]([NH2:15])[n:11][c:12]([CH3:14])[n:13]1.[NH2:16][c:17]1[cH:18][cH:19][cH:20][c:21]([OH:22])[cH:23]1>>[c:2]1([NH:16][c:17]2[cH:18][cH:19][cH:20][c:21]([OH:22])[cH:23]2)[n:3][cH:4][cH:5][cH:6][c:7]1-[c:8]1[n:9][c:10]([NH2:15])[n:11][c:12]([CH3:14])[n:13]1. The reactants are BrC1=C(C(=O)O)C(=CC=C1)Cl (2-bromo-6-chlorobenzoic acid), COC(CC(=O)C)=O (methylacetoacetate), [H-].[Na+] (sodium hydride). The reagents and catalysts are [Cu]Br (copper (I) bromide). Run in O (water). Reaction conditions: temperature 70 celsius. Product: ClC1=C(C(=O)O)C(=CC=C1)C(C(C)=O)C(=O)OC (2-Chloro-6-(1-methoxycarbonyl-2-oxo-propyl)-benzoic acid). Yield: 34.0%. As a reaction SMILES: Br[C:2]1[CH:10]=[CH:9][CH:8]=[C:7]([Cl:11])[C:3]=1[C:4]([OH:6])=[O:5].[CH3:12][O:13][C:14](=[O:19])[CH2:15][C:16]([CH3:18])=[O:17].[H-].[Na+]>O.[Cu]Br>[Cl:11][C:7]1[CH:8]=[CH:9][CH:10]=[C:2]([CH:15]([C:14]([O:13][CH3:12])=[O:19])[C:16](=[O:17])[CH3:18])[C:3]=1[C:4]([OH:6])=[O:5] |f:2.3|. Procedure details: To a stirred mixture of 2-bromo-6-chlorobenzoic acid (20 g, 85 mmol), methylacetoacetate (310 ml, excess), and copper (I) bromide 12.2 g, 85 mmol) sodium hydride (8.5 g, 212 mmol, 60% in oil) was added by portions and then heated at 70° C. for 16 hours. The resulting mixture was diluted with water (600 ml) and extracted with diethyl ether (3×500 ml). Aqueous phase was acidified with 2M HCl and extracted with ethyl acetate (2×800 ml). The combined organic solution was washed with brine (100 ml), ... Starting materials: ClC=1C=C(C2=CC=C(C=C2C2=NC3=CC=C(C=C3C=C2)C2=NC3=C(N2C2CCCCC2)C=CC(=C3)C(=O)O)OC)C=CC1F (2-[2-(3′-chloro-4′-fluoro-4-methoxy-biphen-2-yl)-quinolin-6-yl]-1-cyclohexyl-1H-benzoimidazole-5-carboxylic acid), COC(=O)C1=CC2=C(N(C(=N2)C=2C=C3C=CC(=NC3=CC2)C2=C(C=CC(=C2)OC)Br)C2CCCCC2)C=C1 (2-[2-(2-Bromo-5-methoxy-phenyl)-quinolin-6-yl]-1-cyclohexyl-1H-benzoimidazole-5-carboxylic acid Methyl Ester), C1(=CC(=CC=C1)B(O)O)C (m-tolylboronic acid). Product: C1(CCCCC1)N1C(=NC2=C1C=CC(=C2)C(=O)O)C=2C=C1C=CC(=NC1=CC2)C2=CC(=CC=C2C2=CC(=CC=C2)C)OC (1-cyclohexyl-2-[2-(4-methoxy-3′-methyl-biphen-2-yl)-quinolin-6-yl]-1H-benzoimidazole-5-carboxylic acid). The yield is 27.0%. RXN SMILES: Cl[C:2]1[CH:3]=[C:4]([CH:41]=[CH:42][C:43]=1F)[C:5]1[C:10]([C:11]2[CH:20]=[CH:19][C:18]3[C:13](=[CH:14][CH:15]=[C:16]([C:21]4[N:25]([CH:26]5[CH2:31][CH2:30][CH2:29][CH2:28][CH2:27]5)[C:24]5[CH:32]=[CH:33][C:34]([C:36]([OH:38])=[O:37])=[CH:35][C:23]=5[N:22]=4)[CH:17]=3)[N:12]=2)=[CH:9][C:8]([O:39][CH3:40])=[CH:7][CH:6]=1.[CH3:45]OC(C1C=CC2N(C3CCCCC3)C(C3C=C4C(=CC=3)N=C(C3C=C(OC)C=CC=3Br)C=C4)=NC=2C=1)=O.C1(C)C=CC=C(B(O)O)C=1>>[CH:26]1([N:25]2[C:24]3[CH:32]=[CH:33][C:34]([C:36]([OH:38])=[O:37])=[CH:35][C:23]=3[N:22]=[C:21]2[C:16]2[CH:17]=[C:18]3[C:13](=[CH:14][CH:15]=2)[N:12]=[C:11]([C:10]2[C:5]([C:4]4[CH:41]=[CH:42][CH:43]=[C:2]([CH3:45])[CH:3]=4)=[CH:6][CH:7]=[C:8]([O:39][CH3:40])[CH:9]=2)[CH:20]=[CH:19]3)[CH2:31][CH2:30][CH2:29][CH2:28][CH2:27]1. Reported procedure: Following the full procedure and workup for Compound 366, Compound 365b (100 mg, 0.175 mmol) was reacted with m-tolylboronic acid (36 mg, 0.2625 mmol) to produce the title compound (27 mg, 27% yield). The reactants are BrC1=C2C=CC=CC2=CC2=CC3=CC=CC=C3C=C12 (5-Bromotetracene), C1(=CC=CC=C1)P(C1=C(C=CC=C1)OC1=C(C=CC=C1)P(C1=CC=CC=C1)C1=CC=CC=C1)C1=CC=CC=C1 (bis(2-diphenylphosphinophenyl)ether), COC(=O)C1=C(C=CC=C1)B(O)O ((2-(methoxycarbonyl)phenyl)boronic acid), C([O-])([O-])=O.[K+].[K+] (potassium carbonate). Reagents/catalysts: C=1C=CC(=CC1)/C=C/C(=O)/C=C/C2=CC=CC=C2.C=1C=CC(=CC1)/C=C/C(=O)/C=C/C2=CC=CC=C2.C=1C=CC(=CC1)/C=C/C(=O)/C=C/C2=CC=CC=C2.[Pd].[Pd] (tris(dibenzylideneacetone)dipalladium). Run in O (water), C(C)O (ethanol), C1(=CC=CC=C1)C (toluene). The product is COC(C1=C(C=CC=C1)C1=C2C=CC=CC2=CC2=CC3=CC=CC=C3C=C12)=O (methyl-2-(tetracen-5-yl)benzoate). Isolated yield 73.0%. As a reaction SMILES: Br[C:2]1[C:19]2[C:10](=[CH:11][C:12]3[C:17]([CH:18]=2)=[CH:16][CH:15]=[CH:14][CH:13]=3)[CH:9]=[C:8]2[C:3]=1[CH:4]=[CH:5][CH:6]=[CH:7]2.C1(P(C2C=CC=CC=2)C2C=CC=CC=2OC2C=CC=CC=2P(C2C=CC=CC=2)C2C=CC=CC=2)C=CC=CC=1.[CH3:59][O:60][C:61]([C:63]1[CH:68]=[CH:67][CH:66]=[CH:65][C:64]=1B(O)O)=[O:62].C(=O)([O-])[O-].[K+].[K+]>C1C=CC(/C=C/C(/C=C/C2C=CC=CC=2)=O)=CC=1.C1C=CC(/C=C/C(/C=C/C2C=CC=CC=2)=O)=CC=1.C1C=CC(/C=C/C(/C=C/C2C=CC=CC=2)=O)=CC=1.[Pd].[Pd].O.C(O)C.C1(C)C=CC=CC=1>[CH3:59][O:60][C:61](=[O:62])[C:63]1[CH:68]=[CH:67][CH:66]=[CH:65][C:64]=1[C:9]1[C:10]2[C:19](=[CH:18][C:17]3[C:12]([CH:11]=2)=[CH:13][CH:14]=[CH:15][CH:16]=3)[CH:2]=[C:3]2[C:8]=1[CH:7]=[CH:6][CH:5]=[CH:4]2 |f:3.4.5,6.7.8.9.10|. Procedure: 5-Bromotetracene (3.0 g, 9.77 mmol), tris(dibenzylideneacetone)dipalladium (448 mg, 0.489 mmol), (bis(2-diphenylphosphinophenyl)ether (1.05 g, 1.95 mmol), (2-(methoxycarbonyl)phenyl)boronic acid (3.52 g, 19.5 mmol) and potassium carbonate (5.40 g, 39.1 mmol) were added to a solvent mixture containing 200 mL of toluene, 12 mL of ethanol and 24 mL of water. The mixture was reacted under reflux at the boiling point for 24 hours in a nitrogen atmosphere to obtain methyl-2-(tetracen-5-yl)benzoate at ... The reactants are COC=1C=CC=C2CCC(CC12)=O (8-Methoxy-2-tetralone), Cl (HCl), C(C)(C)N(CC)C(C)C (diisopropylethylamine), Cl.Cl.N1=C(N=CC=C1)N1CCNCC1 (1-(2-pyrimidinyl) piperazine dihydrochloride), C1(=CC=C(C=C1)S(=O)(=O)O)C (p-toluenesulfonic acid), C(#N)[BH3-].C(CCC)[N+](CCCC)(CCCC)CCCC (tetra-n-butyl ammonium cyanoborohydride). Solvent: O (water), C1(=CC=CC=C1)C (toluene). The product is COC=1C=CC=C2CCC(CC12)N1CCN(CC1)C1=NC=CC=N1 (2-[4-(1,2,3,4-tetrahydro-8-methoxy-2-naphthalenyl)-1-piperazinyl]pyrimidine). Isolated yield 30.8%. As a reaction SMILES: [CH3:1][O:2][C:3]1[CH:4]=[CH:5][CH:6]=[C:7]2[C:12]=1[CH2:11][C:10](=O)[CH2:9][CH2:8]2.Cl.Cl.[N:16]1[CH:21]=[CH:20][CH:19]=[N:18][C:17]=1[N:22]1[CH2:27][CH2:26][NH:25][CH2:24][CH2:23]1.C1(C)C=CC(S(O)(=O)=O)=CC=1.C(N(C(C)C)CC)(C)C.Cl.C([BH3-])#N.C([N+](CCCC)(CCCC)CCCC)CCC>C1(C)C=CC=CC=1.O>[CH3:1][O:2][C:3]1[CH:4]=[CH:5][CH:6]=[C:7]2[C:12]=1[CH2:11][CH:10]([N:25]1[CH2:26][CH2:27][N:22]([C:17]3[N:16]=[CH:21][CH:20]=[CH:19][N:18]=3)[CH2:23][CH2:24]1)[CH2:9][CH2:8]2 |f:1.2.3,7.8|. Procedure details: 8-Methoxy-2-tetralone (3.5 g, 20 mmole), 1-(2-pyrimidinyl) piperazine dihydrochloride (4.6 g, 20 mmole), 0.38 g of p-toluenesulfonic acid and 3.48 ml of diisopropylethylamine were combined in 200 ml of toluene and the mixture refluxed under N2 for three days with water removal via a Dean-Stark trap. After the reaction had cooled, 10.5 ml of 4 N isopropanolic HCl was added, followed in portions by 5.93 g of tetra-n-butyl ammonium cyanoborohydride. The mixture was refluxed under N2 for one hour an... Reactants: N, [B-]1([C@@H]2[C@H]([C@@H]3C([C@H](C2)C3)(C)C)CCOCc2ccccc2)[C@H]2CCC[C@@H]1CCC2.[Li+], C1CN(C[C@@H](C1=O)O)S(=O)(=O)C. The reagents and catalysts are c1ccc(cc1)-c2c3ccccc3cc4ccccc24 (9-Phenylanthracene), CC(C)[O-].CC(C)[O-].CC(C)[O-].CC(C)[O-].[Ti+4] (Ti(OiPr)4). Conditions: temperature 25 celsius, time 18 hour. Yields the product CS(=O)(=O)N1CC[C@@H](N)[C@@H](O)C1. Reaction SMILES: [CH3:1][S:2]([N:5]1[CH2:11][C@H:9]([OH:10])[C:8](=O)[CH2:7][CH2:6]1)(=[O:4])=[O:3].[NH3:12].[Li+].CC1([C@H](C[C@H]12)[C@H](CCOCc3ccccc3)[C@@H]([BH-]([C@H]4CCC5)[C@H]5CCC4)C2)C>>[CH3:1][S:2]([N:5]1[CH2:11][C@H:9]([OH:10])[C@H:8]([NH2:12])[CH2:7][CH2:6]1)(=[O:4])=[O:3]. Reactants: OC=1C=NC=C(C(=O)N)C1 (5-Hydroxynicotinamide), FC(C(=O)OC(C(F)(F)F)=O)(F)F (Trifluoroacetic anhydride), O (water). The solvent is N1=CC=CC=C1 (pyridine). Reaction conditions: temperature 0 celsius, time 20 hour. Yields the product C(#N)C=1C=NC=C(C1)O (3-cyano-5-hydroxypyridine). The yield is 70.0%. RXN SMILES: [OH:1][C:2]1[CH:3]=[N:4][CH:5]=[C:6]([CH:10]=1)[C:7]([NH2:9])=O.FC(F)(F)C(OC(=O)C(F)(F)F)=O.O>N1C=CC=CC=1>[C:7]([C:6]1[CH:5]=[N:4][CH:3]=[C:2]([OH:1])[CH:10]=1)#[N:9]. Procedure details: 5-Hydroxynicotinamide (0.69 g, 5 mmol) prepared by the method described in International Patent Publication No. 8606628 was dissolved in pyridine (50 ml). Trifluoroacetic anhydride (2.52 g, 12 mmol) was added, and the mixture was stirred at 0° C. for 20 hours. The reaction mixture, to which water (20 ml) was added, was concentrated under reduced pressure and extracted with chloroform (50 ml×3). The chloroform layer was washed with water (50 ml), dried over anhydrous sodium sulfate and concentrat... Starting materials: C(C)(C)(C)OC(=O)N1CCC(C2=CC=CC=C12)(C)O (1-tert-butyloxycarbonyl-1,2,3,4-tetrahydro-4-hydroxy-4-methylquinoline), OS(=O)(=O)O (H2SO4). The reagents and catalysts are [Pd] (Pd/C). Solvent: C(C)(=O)OCC (ethyl acetate). Yields the product C(C)(C)(C)OC(=O)N1CCC(C2=CC=CC=C12)C (1-tert-butyloxycarbonyl-1,2,3,4-tetrahydro-4-methylquinoline). Isolated yield 91.7%. RXN SMILES: [C:1]([O:5][C:6]([N:8]1[C:17]2[C:12](=[CH:13][CH:14]=[CH:15][CH:16]=2)[C:11](O)([CH3:18])[CH2:10][CH2:9]1)=[O:7])([CH3:4])([CH3:3])[CH3:2].OS(O)(=O)=O>C(OCC)(=O)C.[Pd]>[C:1]([O:5][C:6]([N:8]1[C:17]2[C:12](=[CH:13][CH:14]=[CH:15][CH:16]=2)[CH:11]([CH3:18])[CH2:10][CH2:9]1)=[O:7])([CH3:4])([CH3:2])[CH3:3]. Procedure details: A solution of 1-tert-butyloxycarbonyl-1,2,3,4-tetrahydro-4-hydroxy-4-methylquinoline (109 mg, 0.41 mmol) in ethyl acetate (3 mL) was hydrogenated under an atmosphere of hydrogen with 10% Pd/C (10 mg) and a trace of conc. H2SO4 at rt for 7 h. Filtration over Celite™ afforded 93 mg (92%) of 1-tert-butyloxycarbonyl-1,2,3,4-tetrahydro-4-methylquinoline. Data for 1-tert-butyloxycarbonyl-1,2,3,4-tetrahydro-4-methylquinoline: 1H NMR (400 MHz, CDCl3) 7.62 (d, J=8.1, 1H), 7.16 (d, J=7.8, 1H), 7.11 (ddd, ...